This data is from the Open Reaction Database (ORD), a public repository of structured organic reaction records. The task is: describe an organic reaction: reactants, conditions, products, and yield Starting materials: CC1=C(N=C(O1)C1=CC=CC=C1)CCOC1=CC=C(CC(C(=O)OC)C(=O)OC)C=C1 (Dimethyl 2-[4-[2-(5-methyl-2-phenyl-4-oxazolyl)ethoxy]benzyl]malonate), [OH-].[Na+] (sodium hydroxide). The solvent is CO (methanol), O1CCCC1 (tetrahydrofuran). Reaction conditions: time 1.5 hour. Product: COC(=O)C(C(=O)O)CC1=CC=C(C=C1)OCCC=1N=C(OC1C)C1=CC=CC=C1 (2-Methoxycarbonyl-3-[4-[2-(5-methyl-2-phenyl-4-oxazolyl)ethoxy]phenyl]propionic acid). Isolated yield 6.6%. Reaction SMILES: [CH3:1][C:2]1[O:6][C:5]([C:7]2[CH:12]=[CH:11][CH:10]=[CH:9][CH:8]=2)=[N:4][C:3]=1[CH2:13][CH2:14][O:15][C:16]1[CH:31]=[CH:30][C:19]([CH2:20][CH:21]([C:26]([O:28]C)=[O:27])[C:22]([O:24][CH3:25])=[O:23])=[CH:18][CH:17]=1.[OH-].[Na+]>CO.O1CCCC1>[CH3:25][O:24][C:22]([CH:21]([CH2:20][C:19]1[CH:18]=[CH:17][C:16]([O:15][CH2:14][CH2:13][C:3]2[N:4]=[C:5]([C:7]3[CH:8]=[CH:9][CH:10]=[CH:11][CH:12]=3)[O:6][C:2]=2[CH3:1])=[CH:31][CH:30]=1)[C:26]([OH:28])=[O:27])=[O:23] |f:1.2|. Procedure details: Dimethyl 2-[4-[2-(5-methyl-2-phenyl-4-oxazolyl)ethoxy]benzyl]malonate (8.46 g, 20 mmol) synthesized according to the method described in WO95/18125 was dissolved in a mixture of methanol (80 ml) and tetrahydrofuran (40 ml), and 2N aqueous sodium hydroxide solution (11 ml, 22 mmol) was added at 0° C. The mixture was stirred for 1.5 hr at room temperature and the solvent was evaporated. A saturated aqueous solution (5 ml) of sodium hydrogencarbonate was added and the aqueous layer was washed with ... The reactants are C(#N)C=1C=C(C(=O)O)C=CC1CC(C)C (3-cyano-4-(2-methylpropyl)benzoic acid), N(N)C(N)=S (hydrazinecarbothioamide). The solvent is O=P(Cl)(Cl)Cl (POCl3). Conditions: temperature 90 celsius. Product: NC1=NN=C(S1)C=1C=CC(=C(C#N)C1)CC(C)C (5-(5-amino-1,3,4-thiadiazol-2-yl)-2-(2-methylpropyl)benzonitrile). The yield is 113.0%. RXN SMILES: [C:1]([C:3]1[CH:4]=[C:5]([CH:9]=[CH:10][C:11]=1[CH2:12][CH:13]([CH3:15])[CH3:14])[C:6](O)=O)#[N:2].[NH:16]([C:18](=[S:20])[NH2:19])[NH2:17]>O=P(Cl)(Cl)Cl>[NH2:19][C:18]1[S:20][C:6]([C:5]2[CH:9]=[CH:10][C:11]([CH2:12][CH:13]([CH3:15])[CH3:14])=[C:3]([CH:4]=2)[C:1]#[N:2])=[N:17][N:16]=1. Procedure: To a suspension 3-cyano-4-(2-methylpropyl)benzoic acid (D24) (305 mg) in POCl3 (2 mL) was added hydrazinecarbothioamide (211 mg). The reaction mixture was heated at 90° C. for 3 h. The reaction was quenched with ice water. NaOH solid was added until Ph=8-9. The mixture was extracted with EA/THF for 3 times. The combined organic layers were washed with brine, dried over anhydrous sodium sulfate. The dried solution was concentrated to afford the 5-(5-amino-1,3,4-thiadiazol-2-yl)-2-(2-methylpropyl)...